Dataset: the Open Reaction Database (ORD), a public repository of structured organic reaction records. Task: describe an organic reaction: reactants, conditions, products, and yield The reactants are O1CCC2=C1C=CC(=C2)CC(=O)O ((2,3-dihydrobenzofuran-5-yl)acetic acid), [H-].[Al+3].[Li+].[H-].[H-].[H-] (lithium aluminium hydride), [OH-].[Na+] (sodium hydroxide), O (water), O (Water). Run in O1CCCC1 (tetrahydrofuran), O1CCCC1 (tetrahydrofuran). Conditions: time 1 hour. Yields the product OCCC=1C=CC2=C(CCO2)C1 (5-(2-hydroxyethyl)-2,3-dihydrobenzofuran). Reaction SMILES: [O:1]1[C:5]2[CH:6]=[CH:7][C:8]([CH2:10][C:11](O)=[O:12])=[CH:9][C:4]=2[CH2:3][CH2:2]1.[H-].[Al+3].[Li+].[H-].[H-].[H-].O.[OH-].[Na+]>O1CCCC1>[OH:12][CH2:11][CH2:10][C:8]1[CH:7]=[CH:6][C:5]2[O:1][CH2:2][CH2:3][C:4]=2[CH:9]=1 |f:1.2.3.4.5.6,8.9|. Reported procedure: A solution of (2,3-dihydrobenzofuran-5-yl)acetic acid (4.9 g --see EP-A-132130) in anhydrous tetrahydrofuran (50 ml) was added dropwise over 10 minutes to a stirred suspension of lithium aluminium hydride (1.57 g) in anhydrous tetrahydrofuran (50 ml) at 0° C. The mixture was allowed to warm to room temperature and stirred for 1 hour. Water (1.5 ml) was cautiously added dropwise followed by 10% aqueous sodium hydroxide (1.5 ml) and, finally, water (4.5 ml). The mixture was filtered and the inorga... The reactants are OC1=CC=C(C=C1)C1=CC=C(C=C1)C(=O)OC (methyl 4′-hydroxy[1,1′-biphenyl]-4-carboxylate), C(=O)([O-])[O-].[K+].[K+] (K2CO3), BrCCCCl (3-bromochloropropane). Run in CC(CC)=O (2-butanone), C(C)(=O)OCC (ethyl acetate). Product: ClCCCOC1=CC=C(C=C1)C1=CC=C(C=C1)C(=O)OC (methyl 4′-(3-chloropropoxy)[1,1′-biphenyl]-4-carboxylate). Yield: 91.6%. Reaction SMILES: [OH:1][C:2]1[CH:7]=[CH:6][C:5]([C:8]2[CH:13]=[CH:12][C:11]([C:14]([O:16][CH3:17])=[O:15])=[CH:10][CH:9]=2)=[CH:4][CH:3]=1.C([O-])([O-])=O.[K+].[K+].Br[CH2:25][CH2:26][CH2:27][Cl:28]>CC(=O)CC.C(OCC)(=O)C>[Cl:28][CH2:27][CH2:26][CH2:25][O:1][C:2]1[CH:3]=[CH:4][C:5]([C:8]2[CH:13]=[CH:12][C:11]([C:14]([O:16][CH3:17])=[O:15])=[CH:10][CH:9]=2)=[CH:6][CH:7]=1 |f:1.2.3|. Procedure details: The product from Example 10A (4.50 g, 19.7 mmol), K2CO3 (4.0 g, 29.6 mmol) and 3-bromochloropropane (3.88 g, 24.6 mmol) in 2-butanone (100 mL) were heated at reflux for 24 hours. The mixture was allowed to cool to ambient temperature and then diluted with ethyl acetate (200 mL). The mixture was washed with water (2×100 mL) and brine (100 mL) and the remaining organic layer was dried over MgSO4 and filtered. The filtrate was evaporated under reduced pressure to provide the title compound as an of...